From a dataset of the Open Reaction Database (ORD), a public repository of structured organic reaction records. describe an organic reaction: reactants, conditions, products, and yield The reactants are ClC1=C(C#N)C=C(C=C1)[N+](=O)[O-] (2-Chloro-5-nitrobenzonitrile), N1(CCNCC1)C(C)O (piperazinoethanol), C(C)O (ethanol). Conditions: time 1 hour. Yields the product [N+](=O)([O-])C=1C=CC(=C(C#N)C1)N1C(CNCC1)CCO (5-nitro-2-(2-hydroxyethylpiperazin-1-yl)benzonitrile). As a reaction SMILES: Cl[C:2]1[CH:9]=[CH:8][C:7]([N+:10]([O-:12])=[O:11])=[CH:6][C:3]=1[C:4]#[N:5].[N:13]1(C(O)C)[CH2:18][CH2:17][NH:16][CH2:15][CH2:14]1.[CH2:22]([OH:24])[CH3:23]>>[N+:10]([C:7]1[CH:8]=[CH:9][C:2]([N:13]2[CH2:14][CH2:15][NH:16][CH2:17][CH:18]2[CH2:23][CH2:22][OH:24])=[C:3]([CH:6]=1)[C:4]#[N:5])([O-:12])=[O:11]. Procedure details: 2-Chloro-5-nitrobenzonitrile (15 g) and piperazinoethanol (16 g) were added to ethanol (100 ml) and the mixture was stirred at a refluxing temperature for 1 h. The solvent was evaporated under reduced pressure. To the residue was added aqueous sodium hydroxide solution and the mixture was extracted with chloroform. The organic layer was washed with saturated brine and dried over anhydrous sodium sulfate, after which the solvent was evaporated under reduced pressure. To the residue diisopropyl et... Starting materials: CC(C)(C)c1cc(C=O)cc(C(C)(C)C)c1O, CCCN=C=O, CN(C)C=O. The product is CCCNC(=O)Oc1c(C(C)(C)C)cc(C=O)cc1C(C)(C)C. As a reaction SMILES: [C:1]([CH3:2])([CH3:3])([CH3:4])[c:5]1[cH:6][c:7]([CH:8]=[O:9])[cH:10][c:11]([C:14]([CH3:15])([CH3:16])[CH3:17])[c:12]1[OH:13].[CH2:18]([CH2:19][CH3:20])[N:21]=[C:22]=[O:23].[O:24]=[CH:25][N:26]([CH3:27])[CH3:28]>>[C:1]([CH3:2])([CH3:3])([CH3:4])[c:5]1[cH:6][c:7]([CH:8]=[O:9])[cH:10][c:11]([C:14]([CH3:15])([CH3:16])[CH3:17])[c:12]1[O:13][C:22]([NH:21][CH2:18][CH2:19][CH3:20])=[O:23].